Dataset: the Open Reaction Database (ORD), a public repository of structured organic reaction records. Task: describe an organic reaction: reactants, conditions, products, and yield Starting materials: [Al+3], [Cl-], [Cl-], [Cl-], O=C(Cl)C(=O)Cl, ClCCl, O=C(O)c1cc(F)ccc1CCc1ccc(F)cc1. Product: O=C1c2cc(F)ccc2CCc2ccc(F)cc21. RXN SMILES: [Al+3:27].[Cl-:26].[Cl-:28].[Cl-:29].[Cl:20][C:21]([C:22]([Cl:23])=[O:24])=[O:25].[Cl:30][CH2:31][Cl:32].[F:1][c:2]1[cH:3][cH:4][c:5]([CH2:8][CH2:9][c:10]2[c:11]([C:12](=[O:13])[OH:14])[cH:15][c:16]([F:19])[cH:17][cH:18]2)[cH:6][cH:7]1>>[F:1][c:2]1[cH:3][cH:4][c:5]2[c:6]([cH:7]1)[C:12](=[O:13])[c:11]1[c:10]([cH:18][cH:17][c:16]([F:19])[cH:15]1)[CH2:9][CH2:8]2. Reactants: IC1=CC=C(C=C1)OC (4-Iodoanisole), C(CCC)OC(C=C)=O (n-butylacrylate). Product: COC1=CC=C(C=C1)/C=C/C(=O)OCCCC ((E)-n-butyl 3-(4-methoxyphenyl)acrylate). As a reaction SMILES: I[C:2]1[CH:7]=[CH:6][C:5]([O:8][CH3:9])=[CH:4][CH:3]=1.[CH2:10]([O:14][C:15](=[O:18])[CH:16]=[CH2:17])[CH2:11][CH2:12][CH3:13]>>[CH3:9][O:8][C:5]1[CH:6]=[CH:7][C:2](/[CH:17]=[CH:16]/[C:15]([O:14][CH2:10][CH2:11][CH2:12][CH3:13])=[O:18])=[CH:3][CH:4]=1. Reported procedure: 4-Iodoanisole (58 mg, 0.25 mmol) and n-butylacrylate (54 μL, 0.375 mmol) were coupled using the procedure described above to give 74% conversion to (E)-n-butyl 3-(4-methoxyphenyl)acrylate by GC analysis. The reactants are ice water, O1CCOC2=C1C=CC=C2C=O (2,3-dihydrobenzodioxin-5-carboxaldehyde), C(CC(=O)O)(=O)O (malonic acid), N1CCCC1 (pyrrolidine). Solvent: N1=CC=CC=C1 (pyridine). Yields the product O1CCOC2=C1C=CC=C2/C=C/C(=O)O ((trans)-3-(2,3-Dihydrobenzodioxin-5-yl)propenoic acid). As a reaction SMILES: [O:1]1[C:6]2[CH:7]=[CH:8][CH:9]=[C:10]([CH:11]=O)[C:5]=2[O:4][CH2:3][CH2:2]1.C(O)(=O)[CH2:14][C:15]([OH:17])=[O:16].N1CCCC1>N1C=CC=CC=1>[O:1]1[C:6]2[CH:7]=[CH:8][CH:9]=[C:10](/[CH:11]=[CH:14]/[C:15]([OH:17])=[O:16])[C:5]=2[O:4][CH2:3][CH2:2]1. Reported procedure: A mixture of 2,3-dihydrobenzodioxin-5-carboxaldehyde (Morishima, et al., Eur. Pat. Appl. 309,766, 5 Apr. 89) (9.25 g, 56.4 mmol), malonic acid (11.73 g, 112.8 mmol), pyrrolidine (1 mL), and pyridine (25 mL) was heated to reflux for 2 hr, cooled, and then poured into ice water (300 mL). The white precipitate was filtered, washed with 1N HCl, and air dried (9.83 g, 84.6%). Reactants: COC(=O)CNC(=O)C(C)NC(=O)C(Cc1ccc(O)cc1)NC(=O)OC(C)(C)C, CO, [K+], [Na+], [OH-], O=S(=O)([O-])O. Product: CC(NC(=O)C(Cc1ccc(O)cc1)NC(=O)OC(C)(C)C)C(=O)NCC(=O)O. As a reaction SMILES: [C:1](=[O:2])([O:3][C:4]([CH3:5])([CH3:6])[CH3:7])[NH:8][CH:9]([CH2:10][c:11]1[cH:12][cH:13][c:14]([OH:17])[cH:15][cH:16]1)[C:18](=[O:19])[NH:20][CH:21]([CH3:22])[C:23](=[O:24])[NH:25][CH2:26][C:27](=[O:28])[O:29][CH3:30].[CH3:39][OH:40].[K+:38].[Na+:32].[OH-:31].[S:33](=[O:34])(=[O:35])([OH:36])[O-:37]>>[C:1](=[O:2])([O:3][C:4]([CH3:5])([CH3:6])[CH3:7])[NH:8][CH:9]([CH2:10][c:11]1[cH:12][cH:13][c:14]([OH:17])[cH:15][cH:16]1)[C:18](=[O:19])[NH:20][CH:21]([CH3:22])[C:23](=[O:24])[NH:25][CH2:26][C:27](=[O:28])[OH:29]. Reactants: CC(C)=CCCC(C)=CCS, CO, CCO, Clc1ccc(C(Cl)Cn2ccnc2)c(Cl)c1, [K+], [OH-]. The product is CC(C)=CCCC(C)=CCSC(Cn1ccnc1)c1ccc(Cl)cc1Cl. As a reaction SMILES: [CH3:1][C:2](=[CH:3][CH2:4][SH:5])[CH2:6][CH2:7][CH:8]=[C:9]([CH3:10])[CH3:11].[CH3:30][OH:31].[CH3:32][CH2:33][OH:34].[Cl:14][CH:15]([CH2:16][n:17]1[cH:18][n:19][cH:20][cH:21]1)[c:22]1[c:23]([Cl:29])[cH:24][c:25]([Cl:28])[cH:26][cH:27]1.[K+:13].[OH-:12]>>[CH3:1][C:2](=[CH:3][CH2:4][S:5][CH:15]([CH2:16][n:17]1[cH:18][n:19][cH:20][cH:21]1)[c:22]1[c:23]([Cl:29])[cH:24][c:25]([Cl:28])[cH:26][cH:27]1)[CH2:6][CH2:7][CH:8]=[C:9]([CH3:10])[CH3:11]. Starting materials: C1CCOC1, CC(C)O, Cn1cnnc1C(Cl)(c1ccc(I)cc1)c1ccc2c(c1)c(-c1cccc(Cl)c1)nc1nnnn12, N, O. Product: Cn1cnnc1C(N)(c1ccc(I)cc1)c1ccc2c(c1)c(-c1cccc(Cl)c1)nc1nnnn12. As a reaction SMILES: [CH2:42]1[O:43][CH2:44][CH2:45][CH2:46]1.[CH:2]([OH:3])([CH3:4])[CH3:5].[Cl:6][C:7]([c:8]1[cH:9][c:10]2[c:11](-[c:21]3[cH:22][c:23]([Cl:27])[cH:24][cH:25][cH:26]3)[n:12][c:13]3[n:14]([c:15]2[cH:16][cH:17]1)[n:18][n:19][n:20]3)([c:28]1[n:29][n:30][cH:31][n:32]1[CH3:33])[c:34]1[cH:35][cH:36][c:37]([I:40])[cH:38][cH:39]1.[NH3:1].[OH2:41]>>[NH2:1][C:7]([c:8]1[cH:9][c:10]2[c:11](-[c:21]3[cH:22][c:23]([Cl:27])[cH:24][cH:25][cH:26]3)[n:12][c:13]3[n:14]([c:15]2[cH:16][cH:17]1)[n:18][n:19][n:20]3)([c:28]1[n:29][n:30][cH:31][n:32]1[CH3:33])[c:34]1[cH:35][cH:36][c:37]([I:40])[cH:38][cH:39]1. Starting materials: [BH4-], O=C(C=CI)CC1CCCC1, [Na+], c1ccccc1. As a reaction SMILES: [BH4-:1].[CH:3]1([CH2:8][C:9]([CH:10]=[CH:11][I:12])=[O:13])[CH2:4][CH2:5][CH2:6][CH2:7]1.[Na+:2].[cH:14]1[cH:15][cH:16][cH:17][cH:18][cH:19]1>>[CH:3]1([CH2:8][CH:9]([CH:10]=[CH:11][I:12])[OH:13])[CH2:4][CH2:5][CH2:6][CH2:7]1. Product: OC(C=CI)CC1CCCC1. Reactants: CS(=O)(=O)c1ccccc1OC(F)(F)F, O=[N+]([O-])O, O=S(=O)(O)O. Product: CS(=O)(=O)c1cc([N+](=O)[O-])ccc1OC(F)(F)F. As a reaction SMILES: [CH3:1][S:2](=[O:3])(=[O:4])[c:5]1[c:6]([O:11][C:12]([F:13])([F:14])[F:15])[cH:7][cH:8][cH:9][cH:10]1.[OH:16][N+:17]([O-:18])=[O:19].[S:20](=[O:21])(=[O:22])([OH:23])[OH:24]>>[CH3:1][S:2](=[O:3])(=[O:4])[c:5]1[c:6]([O:11][C:12]([F:13])([F:14])[F:15])[cH:7][cH:8][c:9]([N+:17](=[O:16])[O-:18])[cH:10]1. The reactants are Cc1ccc(Cl)cn1, CC1OC1c1ccccc1, [Li]c1ccccc1. Product: CC(O)C(Cc1ccc(Cl)cn1)c1ccccc1. Reaction SMILES: [Cl:1][c:2]1[cH:3][cH:4][c:5]([CH3:8])[n:6][cH:7]1.[c:16]1([CH:22]2[CH:23]([CH3:24])[O:25]2)[cH:17][cH:18][cH:19][cH:20][cH:21]1.[c:9]1([Li:10])[cH:11][cH:12][cH:13][cH:14][cH:15]1>>[Cl:1][c:2]1[cH:3][cH:4][c:5]([CH2:8][CH:22]([c:16]2[cH:17][cH:18][cH:19][cH:20][cH:21]2)[CH:23]([CH3:24])[OH:25])[n:6][cH:7]1.